Dataset: the Open Reaction Database (ORD), a public repository of structured organic reaction records. Task: describe an organic reaction: reactants, conditions, products, and yield The reactants are CN(C)C=O, Cc1oc(-c2ccccc2)nc1CCOc1ccc(CCl)cc1, [H-], [Na+], O, COC(=O)Cc1ccccc1O. The product is COC(=O)Cc1ccccc1OCc1ccc(OCCc2nc(-c3ccccc3)oc2C)cc1. RXN SMILES: [CH3:36][N:37]([CH3:38])[CH:39]=[O:40].[Cl:1][CH2:2][c:3]1[cH:4][cH:5][c:6]([O:7][CH2:8][CH2:9][c:10]2[n:11][c:12](-[c:16]3[cH:17][cH:18][cH:19][cH:20][cH:21]3)[o:13][c:14]2[CH3:15])[cH:22][cH:23]1.[H-:41].[Na+:42].[OH2:43].[OH:24][c:25]1[c:26]([CH2:31][C:32](=[O:33])[O:34][CH3:35])[cH:27][cH:28][cH:29][cH:30]1>>[CH2:2]([c:3]1[cH:4][cH:5][c:6]([O:7][CH2:8][CH2:9][c:10]2[n:11][c:12](-[c:16]3[cH:17][cH:18][cH:19][cH:20][cH:21]3)[o:13][c:14]2[CH3:15])[cH:22][cH:23]1)[O:24][c:25]1[c:26]([CH2:31][C:32](=[O:33])[O:34][CH3:35])[cH:27][cH:28][cH:29][cH:30]1.